From a dataset of the Open Reaction Database (ORD), a public repository of structured organic reaction records. describe an organic reaction: reactants, conditions, products, and yield Solvent: C1=CC=CC=C1 (benzene), C1=CC=CC=C1 (benzene). Reported procedure: A solution of 14.1 g (0.1 moles) of tropane-3β-ol (pseudotropine) in 60 ml of absolute benzene is added dropwise to a stirred mixture of 31.3 g (0.2 moles) of phenyl chloroformate and 100 ml of absolute benzene. During addition the mixture is cooled with water. Thereafter the mixture is stirred for 6 hours. The separated crystalline substance is filtered off, washed with benzene and dried. 19.00 g (63.8%) of 3β-phenoxycarbonyloxy-tropane hydrochloride are obtained. Yields the product Cl.O(C1=CC=CC=C1)C(=O)O[C@@H]1C[C@H]2CC[C@@H](C1)N2C (3β-phenoxycarbonyloxy-tropane hydrochloride). Run at time 6 hour. The yield is 63.8%. The reactants are O (water), [C@H]12C[C@H](C[C@H](CC1)N2C)O (tropane-3β-ol), ClC(=O)OC1=CC=CC=C1 (phenyl chloroformate). As a reaction SMILES: [C@@H:1]12[N:8]([CH3:9])[C@@H:5]([CH2:6][CH2:7]1)[CH2:4][C@H:3]([OH:10])[CH2:2]2.[Cl:11][C:12]([O:14][C:15]1[CH:20]=[CH:19][CH:18]=[CH:17][CH:16]=1)=[O:13].O>C1C=CC=CC=1>[ClH:11].[O:14]([C:12]([O:10][C@H:3]1[CH2:2][C@H:1]2[N:8]([CH3:9])[C@H:5]([CH2:6][CH2:7]2)[CH2:4]1)=[O:13])[C:15]1[CH:20]=[CH:19][CH:18]=[CH:17][CH:16]=1 |f:4.5|.